Dataset: the Open Reaction Database (ORD), a public repository of structured organic reaction records. Task: describe an organic reaction: reactants, conditions, products, and yield The reactants are O=C1[C@]2(C=3C(=NC=CC3)N1)CC1=C(C=C3C=CC(=NC3=C1)C(=O)O)C2 ((S)-2′-oxo-1′,2′,6,8-tetrahydrospiro[cyclopenta[g]quinoline-7,3′-pyrrolo[2,3-b]pyridine]-2-carboxylic acid), O=C1[C@]2(C=3C(=NC=CC3)N1)CC1=C(C=C3C=CC(=NC3=C1)C(=O)O)C2 ((S)-2′-oxo-1′,2′,6,8-tetrahydrospiro[cyclopenta[g]quinoline-7,3′-pyrrolo[2,3-b]pyridine]-2-carboxylic acid), N1CC2CC(NC=3C=CC=C1C23)=O (1,2,2a,5-tetrahydropyrrolo[4,3,2-de]quinolin-4(3H)-one), Intermediate 19, C(CCl)Cl (EDC), C=1C=CC2=C(C1)N=NN2O (HOBT), C(C)(C)N(C(C)C)CC (N,N-diisopropylethylamine). The solvent is CN(C)C=O (DMF). Yields the product O=C1NC=2C=CC=C3C2C(C1)CN3C(=O)C3=NC1=CC2=C(C=C1C=C3)C[C@]3(C(NC1=NC=CC=C13)=O)C2 ((7S)-2-[(4-Oxo-2a,3,4,5-tetrahydropyrrolo[4,3,2-de]quinolin-1(2H)-yl)carbonyl]-6,8-dihydrospiro[cyclopenta[g]quinoline-7,3′-pyrrolo[2,3-b]pyridin]-2′(1′H)-one). As a reaction SMILES: [O:1]=[C:2]1[NH:10][C:5]2=[N:6][CH:7]=[CH:8][CH:9]=[C:4]2[C@:3]21[CH2:25][C:13]1[CH:14]=[C:15]3[C:20](=[CH:21][C:12]=1[CH2:11]2)[N:19]=[C:18]([C:22](O)=[O:23])[CH:17]=[CH:16]3.[NH:26]1[C:36]2[C:37]3[CH:28]([CH2:29][C:30](=[O:38])[NH:31][C:32]=3[CH:33]=[CH:34][CH:35]=2)[CH2:27]1.C(Cl)CCl.C1C=CC2N(O)N=NC=2C=1.C(N(CC)C(C)C)(C)C>CN(C=O)C>[O:38]=[C:30]1[CH2:29][CH:28]2[CH2:27][N:26]([C:22]([C:18]3[CH:17]=[CH:16][C:15]4[C:20](=[CH:21][C:12]5[CH2:11][C@:3]6([C:4]7[C:5](=[N:6][CH:7]=[CH:8][CH:9]=7)[NH:10][C:2]6=[O:1])[CH2:25][C:13]=5[CH:14]=4)[N:19]=3)=[O:23])[C:36]3[C:37]2=[C:32]([CH:33]=[CH:34][CH:35]=3)[NH:31]1. Reported procedure: A mixture of (S)-2′-oxo-1′,2′,6,8-tetrahydrospiro[cyclopenta[g]quinoline-7,3′-pyrrolo[2,3-b]pyridine]-2-carboxylic acid (15 mg, 0.045 mmol, described in Intermediate 14), 1,2,2a,5-tetrahydropyrrolo[4,3,2-de]quinolin-4(3H)-one, enantiomer B (8 mg, 0.045 mmol, described in Intermediate 19), EDC (13 mg, 0.068 mmol), HOBT (9 mg, 0.068 mmol), and N,N-diisopropylethylamine (0.039 mL, 0.226 mmol) was stirred in DMF (0.7 mL) at ambient temperature for 18 h. The reaction mixture was purified directly by ... Reactants: ClC1=C(C(=CC=C1)Cl)S(=O)(=O)N=C=O (2,6-dichlorobenzenesulfonylisocyanate), NC1=C(C(=O)O)C=CC(=C1)Cl (2-amino-4-chlorobenzoic acid). The product is ClC1=CC=C2C(N(C(NC2=C1)=O)S(=O)(=O)C1=C(C=CC=C1Cl)Cl)=O (7-chloro-3-(2,6-dichlorobenzenesulfonyl)-2,4(1H,3H)-quinazolinedione). The yield is 40.4%. Reaction SMILES: [Cl:1][C:2]1[CH:7]=[CH:6][CH:5]=[C:4]([Cl:8])[C:3]=1[S:9]([N:12]=[C:13]=[O:14])(=[O:11])=[O:10].[NH2:15][C:16]1[CH:24]=[C:23]([Cl:25])[CH:22]=[CH:21][C:17]=1[C:18]([OH:20])=O>>[Cl:25][C:23]1[CH:24]=[C:16]2[C:17]([C:18](=[O:20])[N:12]([S:9]([C:3]3[C:4]([Cl:8])=[CH:5][CH:6]=[CH:7][C:2]=3[Cl:1])(=[O:11])=[O:10])[C:13](=[O:14])[NH:15]2)=[CH:21][CH:22]=1. Procedure details: 1.12 g (4.42 mmol) of 2,6-dichlorobenzenesulfonylisocyanate and 882 mg (4.42 mmol) of 2-amino-4-chlorobenzoic acid were treated in the same way as in Example 1 to obtain 725 mg of the above-identified compound (yield 40.5%). Properties: colorless crystal, Melting point: 260°-261° C., PMR (δppm, DMSO-d6):7.18 (1H,s), 7.22 (1H,br), 7.63 (3H,br), 7.88 (1H,d), 11.83 (1H,br). The reactants are ClC=1C=C(C=CC1)O (3-Chlorophenol), FC1=CC=C(C=O)C=C1 (4-fluoro-benzaldehyde), [H-].[Na+] (sodium hydride), suspension. Run in CN(C=O)C (dimethylformamide), O (water). Product: ClC=1C=C(OC2=CC=C(C=O)C=C2)C=CC1 (4-(3-Chlorophenoxy)benzaldehyde). RXN SMILES: [Cl:1][C:2]1[CH:3]=[C:4]([OH:8])[CH:5]=[CH:6][CH:7]=1.F[C:10]1[CH:17]=[CH:16][C:13]([CH:14]=[O:15])=[CH:12][CH:11]=1.[H-].[Na+]>CN(C)C=O.O>[Cl:1][C:2]1[CH:3]=[C:4]([CH:5]=[CH:6][CH:7]=1)[O:8][C:10]1[CH:17]=[CH:16][C:13]([CH:14]=[O:15])=[CH:12][CH:11]=1 |f:2.3|. Reported procedure: 3-Chlorophenol (1.9 g) was stirred with 4-fluoro-benzaldehyde (1.8 g) and sodium hydride (0.46 g of an 80% suspension in oil) in dimethylformamide (50 ml) at 110° C. under an atmosphere of nitrogen for 16 hours. The solution was diluted with water and extracted with diethyl ether. The ethereal extract was dried (Na2SO4), concentrated and purified by chromatography on silica gel eluting with ethyl acetate-petroleum ether (1:9) to give the title compound as a colourless oil. Reactants: N1=C(C=C(C=C1)B(O)O)C (2-picoline-4-boronic acid), C(#N)C1(CC1)NC(=O)[C@@H]1[C@H](C[C@H](C1)S(=O)(=O)C1=C(C=C(C=C1)Br)C(F)(F)F)OC1CCOCC1 ((1S,2S,4S)-4-(4-bromo-2-trifluoromethyl-benzenesulfonyl)-2-(tetrahydro-pyran-4-yloxy)-cyclopentanecarboxylic acid (1-cyano-cyclopropyl)-amide), C(#N)C1(CC1)NC(=O)[C@@H]1[C@H](C[C@H](C1)S(=O)(=O)C1=C(C=C(C=C1)Br)C(F)(F)F)OC ((1S,2S,4S)-4-(4-bromo-2-trifluoromethyl-benzenesulfonyl)-2-methoxy-cyclopentanecarboxylic acid (1-cyano-cyclopropyl)-amide). Yields the product C(#N)C1(CC1)NC(=O)[C@@H]1[C@H](C[C@H](C1)S(=O)(=O)C1=C(C=C(C=C1)C1=CC(=NC=C1)C)C(F)(F)F)OC1CCOCC1 ((1S,2S,4S)-4-[4-(2-Methyl-pyridin-4-yl)-2-trifluoromethyl-benzenesulfonyl]-2-(tetrahydro-pyran-4-yloxy)-cyclopentanecarboxylic acid (1-cyano-cyclopropyl)-amide). As a reaction SMILES: [N:1]1[CH:6]=[CH:5][C:4](B(O)O)=[CH:3][C:2]=1[CH3:10].[C:11]([C:13]1([NH:16][C:17]([C@H:19]2[CH2:23][C@H:22]([S:24]([C:27]3[CH:32]=[CH:31][C:30](Br)=[CH:29][C:28]=3[C:34]([F:37])([F:36])[F:35])(=[O:26])=[O:25])[CH2:21][C@@H:20]2[O:38][CH:39]2[CH2:44][CH2:43][O:42][CH2:41][CH2:40]2)=[O:18])[CH2:15][CH2:14]1)#[N:12].C(C1(NC([C@H]2C[C@H](S(C3C=CC(Br)=CC=3C(F)(F)F)(=O)=O)C[C@@H]2OC)=O)CC1)#N>>[C:11]([C:13]1([NH:16][C:17]([C@H:19]2[CH2:23][C@H:22]([S:24]([C:27]3[CH:32]=[CH:31][C:30]([C:4]4[CH:5]=[CH:6][N:1]=[C:2]([CH3:10])[CH:3]=4)=[CH:29][C:28]=3[C:34]([F:37])([F:35])[F:36])(=[O:26])=[O:25])[CH2:21][C@@H:20]2[O:38][CH:39]2[CH2:40][CH2:41][O:42][CH2:43][CH2:44]2)=[O:18])[CH2:14][CH2:15]1)#[N:12]. Procedure details: The title compound was prepared in analogy to example 62 using 2-picoline-4-boronic acid instead of 2,4-difluorophenylboronic acid and (1R,2R,4R) and (1S,2S,4S)-4-(4-bromo-2-trifluoromethyl-benzenesulfonyl)-2-(tetrahydro-pyran-4-yloxy)-cyclopentanecarboxylic acid (1-cyano-cyclopropyl)-amide (example 169) instead of (1R,2R,4R) and (1S,2S,4S)-4-(4-bromo-2-trifluoromethyl-benzenesulfonyl)-2-methoxy-cyclopentanecarboxylic acid (1-cyano-cyclopropyl)-amide. White solid. MS (EI): 576.2 (M−H)−. Starting materials: CO (CH3OH), [H-].[H-].[H-].[H-].[Li+].[Al+3] (LiAlH4), C(C1=CC=CC=C1)C1=C(OCCCN(C(C2=CC=C(C=C2)OC)C2=CC=C(C=C2)OC)CC#N)C=CC(=C1)Cl ({[3-(2-benzyl-4-chloro-phenoxy)-propyl]-[bis-(4-methoxy-phenyl)-methyl]-amino}-acetonitrile), resultant mixture, [C@@H]([C@H](C(=O)[O-])O)(C(=O)[O-])O.[Na+].[K+] (Rochelle's salt). The solvent is CCOCC (Et2O), C1CCOC1 (THF), CCOCC (Et2O). Reaction conditions: time 20 hour. Yields the product C(C1=CC=CC=C1)C1=C(OCCCN(CCN)C(C2=CC=C(C=C2)OC)C2=CC=C(C=C2)OC)C=CC(=C1)Cl (N1-[3-(2-benzyl-4-chloro-phenoxy)-propyl]-N1-[bis-(4-methoxy-phenyl)-methyl]-ethane-1,2-diamine). Yield: 76.9%. As a reaction SMILES: [H-].[H-].[H-].[H-].[Li+].[Al+3].[CH2:7]([C:14]1[CH:44]=[C:43]([Cl:45])[CH:42]=[CH:41][C:15]=1[O:16][CH2:17][CH2:18][CH2:19][N:20]([CH2:38][C:39]#[N:40])[CH:21]([C:30]1[CH:35]=[CH:34][C:33]([O:36][CH3:37])=[CH:32][CH:31]=1)[C:22]1[CH:27]=[CH:26][C:25]([O:28][CH3:29])=[CH:24][CH:23]=1)[C:8]1[CH:13]=[CH:12][CH:11]=[CH:10][CH:9]=1.CO.[C@H](O)(C([O-])=O)[C@@H](O)C([O-])=O.[Na+].[K+]>C1COCC1.CCOCC>[CH2:7]([C:14]1[CH:44]=[C:43]([Cl:45])[CH:42]=[CH:41][C:15]=1[O:16][CH2:17][CH2:18][CH2:19][N:20]([CH:21]([C:30]1[CH:31]=[CH:32][C:33]([O:36][CH3:37])=[CH:34][CH:35]=1)[C:22]1[CH:27]=[CH:26][C:25]([O:28][CH3:29])=[CH:24][CH:23]=1)[CH2:38][CH2:39][NH2:40])[C:8]1[CH:13]=[CH:12][CH:11]=[CH:10][CH:9]=1 |f:0.1.2.3.4.5,8.9.10|. Procedure: LiAlH4 (6.88 mL, 1N in THF) is added dropwise to a stirred solution of {[3-(2-benzyl-4-chloro-phenoxy)-propyl]-[bis-(4-methoxy-phenyl)-methyl]-amino}-acetonitrile (2.48 g, 4.58 mmol) in anhydrous THF (30 mL) at ambient temperature under nitrogen. The resultant mixture is allowed to stir at ambient temperature for 20 hours. The mixture is cooled to 0° C. before it is treated dropwise with CH3OH (5 mL), then followed by the addition of Et2O (30 mL) and saturated Rochelle's salt solution (80 mL). T... The reactants are CCN(C(C)C)C(C)C, CCOC(=O)C1=C(O)c2cc(Cl)ccc2C2(CCC3(CC2)OCC(C)(C)CO3)C1=O, Cl, CC(C)(C)OC(=O)CN, C1COCCO1. Yields the product CC1(C)COC2(CCC3(CC2)C(=O)C(C(=O)NCC(=O)OC(C)(C)C)=C(O)c2cc(Cl)ccc23)OC1. Reaction SMILES: [CH2:41]([N:42]([CH:43]([CH3:44])[CH3:45])[CH:46]([CH3:47])[CH3:48])[CH3:49].[Cl:1][c:2]1[cH:3][c:4]2[c:21]([cH:22][cH:23]1)[C:8]1([C:7](=[O:24])[C:6]([C:25](=[O:26])[O:27][CH2:28][CH3:29])=[C:5]2[OH:30])[CH2:9][CH2:10][C:11]2([O:12][CH2:13][C:14]([CH3:17])([CH3:18])[CH2:15][O:16]2)[CH2:19][CH2:20]1.[ClH:31].[NH2:32][CH2:33][C:34](=[O:35])[O:36][C:37]([CH3:38])([CH3:39])[CH3:40].[O:50]1[CH2:51][CH2:52][O:53][CH2:54][CH2:55]1>>[Cl:1][c:2]1[cH:3][c:4]2[c:21]([cH:22][cH:23]1)[C:8]1([C:7](=[O:24])[C:6]([C:25](=[O:26])[NH:32][CH2:33][C:34](=[O:35])[O:36][C:37]([CH3:38])([CH3:39])[CH3:40])=[C:5]2[OH:30])[CH2:9][CH2:10][C:11]2([O:12][CH2:13][C:14]([CH3:17])([CH3:18])[CH2:15][O:16]2)[CH2:19][CH2:20]1. Reactants: CCO, CN1CCN(c2ccccc2C=C2CCNC2=O)CC1, O=C[O-], [NH4+]. Yields the product CN1CCN(c2ccccc2CC2CCNC2=O)CC1. Reaction SMILES: [CH2:25]([OH:26])[CH3:27].[CH3:1][N:2]1[CH2:3][CH2:4][N:5]([c:8]2[c:9]([CH:10]=[C:11]3[C:12](=[O:16])[NH:13][CH2:14][CH2:15]3)[cH:17][cH:18][cH:19][cH:20]2)[CH2:6][CH2:7]1.[CH:21]([O-:22])=[O:23].[NH4+:24]>>[CH3:1][N:2]1[CH2:3][CH2:4][N:5]([c:8]2[c:9]([CH2:10][CH:11]3[C:12](=[O:16])[NH:13][CH2:14][CH2:15]3)[cH:17][cH:18][cH:19][cH:20]2)[CH2:6][CH2:7]1. The reactants are O1CCCC1 (tetrahydrofuran), O (water), O.[OH-].[Li+] (lithium hydroxide monohydrate), C(#N)C1=CC=C(C=C1)N1CC(N(CC1)CC(=O)OCC)=O (Ethyl 2-[4-(4-cyanophenyl)-2-oxopiperazino]-acetate). Solvent: CO (methanol). Run at time 20 minute. Product: C(#N)C1=CC=C(C=C1)N1CC(N(CC1)CC(=O)O)=O (2-[4-(4-cyanophenyl)-2-oxopiperazino]acetic acid). The yield is 99.1%. As a reaction SMILES: [C:1]([C:3]1[CH:8]=[CH:7][C:6]([N:9]2[CH2:14][CH2:13][N:12]([CH2:15][C:16]([O:18]CC)=[O:17])[C:11](=[O:21])[CH2:10]2)=[CH:5][CH:4]=1)#[N:2].O1CCCC1.O.O.[OH-].[Li+]>CO>[C:1]([C:3]1[CH:4]=[CH:5][C:6]([N:9]2[CH2:14][CH2:13][N:12]([CH2:15][C:16]([OH:18])=[O:17])[C:11](=[O:21])[CH2:10]2)=[CH:7][CH:8]=1)#[N:2] |f:3.4.5|. Reported procedure: Ethyl 2-[4-(4-cyanophenyl)-2-oxopiperazino]-acetate (20.7 g, 72 mmol) is dissolved in 80 ml of methanol, 80 ml of tetrahydrofuran and 100 ml of water, and lithium hydroxide monohydrate (4 g, 98 mmol) is then added. Stirring is continued for 20 minutes and the organic solvent is then removed under vacuum. About 100 ml of water are added to the suspension obtained and this mixture is acidified. The product is filtered off, rinsed with water and dried under vacuum at 50° C. to give 18.5 g of a beig...